This data is from the Open Reaction Database (ORD), a public repository of structured organic reaction records. The task is: describe an organic reaction: reactants, conditions, products, and yield Reactants: C(C)(C)(C)OC(=O)[C@@H]1C([C@@H](C1)C(=O)O)(C)C ((1R,3S)-3-(tert-butoxycarbonyl)-2,2-dimethylcyclobutanecarboxylic acid), CCN(C(C)C)C(C)C (DIPEA), ClC1=C(C(=O)Cl)C(=CC(=C1)Cl)Cl (2,4,6-trichloro benzoyl chloride). Solvent: C1CCOC1 (THF). Reaction conditions: time 6 hour. Yields the product ClC1=C(C(=O)OC(=O)[C@H]2C([C@H](C2)C(=O)OC(C)(C)C)(C)C)C(=CC(=C1)Cl)Cl ((1R,3S)-3-(tert-butoxycarbonyl)-2,2-dimethylcyclobutanecarboxylic 2,4,6-trichlorobenzoic anhydride). As a reaction SMILES: [C:1]([O:5][C:6]([C@H:8]1[CH2:11][C@@H:10]([C:12]([OH:14])=[O:13])[C:9]1([CH3:16])[CH3:15])=[O:7])([CH3:4])([CH3:3])[CH3:2].CCN(C(C)C)C(C)C.[Cl:26][C:27]1[CH:35]=[C:34]([Cl:36])[CH:33]=[C:32]([Cl:37])[C:28]=1[C:29](Cl)=[O:30]>C1COCC1>[Cl:26][C:27]1[CH:35]=[C:34]([Cl:36])[CH:33]=[C:32]([Cl:37])[C:28]=1[C:29]([O:13][C:12]([C@@H:10]1[CH2:11][C@H:8]([C:6]([O:5][C:1]([CH3:4])([CH3:2])[CH3:3])=[O:7])[C:9]1([CH3:16])[CH3:15])=[O:14])=[O:30]. Reported procedure: To a stirred solution of (1R,3S)-3-(tert-butoxycarbonyl)-2,2-dimethylcyclobutanecarboxylic acid (about 0.450 g, 1.97 mmol) and DIPEA (about 1.01 ml, 5.92 mmol) in THF (about 4 ml) and 2,4,6-trichloro benzoyl chloride (0.35 ml, 2.17 mmol) were added at 0° C. and the reaction mixture was allowed to stir at room temperature for about 6 hours, after completion of the reaction (monitored by TLC), the solvent was evaporated and crude product proceeded as such for the next reaction.